The task is: describe an organic reaction: reactants, conditions, products, and yield. This data is from the Open Reaction Database (ORD), a public repository of structured organic reaction records. Reactants: C[C@@H]1C(NC2=C(C(N1)=O)C=CC=C2)=O ((3R)-3-methyl-3,4-dihydro-1H-1,4-benzodiazepine-2,5-dione). Run in B.C1CCOC1 (BH3/THF). Product: C[C@@H]1CNC2=C(CN1)C=CC=C2 ((3R)-3-methyl-2,3,4,5-tetrahydro-1H-1,4-benzodiazepine). The yield is 67.7%. As a reaction SMILES: [CH3:1][C@H:2]1[NH:8][C:7](=O)[C:6]2[CH:10]=[CH:11][CH:12]=[CH:13][C:5]=2[NH:4][C:3]1=O>B.C1COCC1>[CH3:1][C@H:2]1[NH:8][CH2:7][C:6]2[CH:10]=[CH:11][CH:12]=[CH:13][C:5]=2[NH:4][CH2:3]1 |f:1.2|. Procedure details: (3R)-3-methyl-3,4-dihydro-1H-1,4-benzodiazepine-2,5-dione (12.7 mmol) was allowed to react with 60 mL 1M BH3/THF to give (3R)-3-methyl-2,3,4,5-tetrahydro-1H-1,4-benzodiazepine as a white foam/clear oil (8.6 mmol). Starting materials: CCOC=C(C(=O)OCC)C(=O)c1ccccc1, Cc1ccccc1, Nc1ccccc1C(F)(F)F. RXN SMILES: [C:1]([c:2]1[cH:3][cH:4][cH:5][cH:6][cH:7]1)(=[O:8])[C:9]([C:10](=[O:11])[O:12][CH2:13][CH3:14])=[CH:15][O:16][CH2:17][CH3:18].[CH3:30][c:31]1[cH:32][cH:33][cH:34][cH:35][cH:36]1.[F:19][C:20]([c:21]1[c:22]([NH2:23])[cH:24][cH:25][cH:26][cH:27]1)([F:28])[F:29]>>[C:1]([c:2]1[cH:3][cH:4][cH:5][cH:6][cH:7]1)(=[O:8])[C:9]([C:10](=[O:11])[O:12][CH2:13][CH3:14])=[CH:15][NH:23][c:22]1[c:21]([C:20]([F:19])([F:28])[F:29])[cH:27][cH:26][cH:25][cH:24]1. Yields the product CCOC(=O)C(=CNc1ccccc1C(F)(F)F)C(=O)c1ccccc1.